This data is from the Open Reaction Database (ORD), a public repository of structured organic reaction records. The task is: describe an organic reaction: reactants, conditions, products, and yield Starting materials: BrC=1C=C(C=CC1C1CC(N(S1(=O)=O)C(C)(C)C)=O)C[C@@H](C(=O)OC)NC(=O)OC(C)(C)C (Methyl (2S)-3-[3-bromo-4-(2-tert-butyl-1,1-dioxido-3-oxoisothiazolidin-5-yl)phenyl]-2-[(tert-butoxycarbonyl)amino]propanoate), FC(C(=O)O)(F)F (trifluoroacetic acid). Reaction conditions: temperature 130 celsius. Product: FC(C(=O)O)(F)F.N[C@H](C(=O)OC)CC1=CC(=C(C=C1)C1CC(NS1(=O)=O)=O)Br (Methyl (2S)-2-amino-3-[3-bromo-4-(1,1-dioxido-3-oxoisothiazolidin-5-yl)phenyl]-propanoate trifluoroacetate). RXN SMILES: [Br:1][C:2]1[CH:3]=[C:4]([CH2:20][C@H:21]([NH:26]C(OC(C)(C)C)=O)[C:22]([O:24][CH3:25])=[O:23])[CH:5]=[CH:6][C:7]=1[CH:8]1[S:12](=[O:14])(=[O:13])[N:11](C(C)(C)C)[C:10](=[O:19])[CH2:9]1.[F:34][C:35]([F:40])([F:39])[C:36]([OH:38])=[O:37]>>[F:34][C:35]([F:40])([F:39])[C:36]([OH:38])=[O:37].[NH2:26][C@@H:21]([CH2:20][C:4]1[CH:5]=[CH:6][C:7]([CH:8]2[S:12](=[O:13])(=[O:14])[NH:11][C:10](=[O:19])[CH2:9]2)=[C:2]([Br:1])[CH:3]=1)[C:22]([O:24][CH3:25])=[O:23] |f:2.3|. Procedure: Methyl (2S)-3-[3-bromo-4-(2-tert-butyl-1,1-dioxido-3-oxoisothiazolidin-5-yl)phenyl]-2-[(tert-butoxycarbonyl)amino]propanoate (458 mg, 0.654 mmol) was dissolved in trifluoroacetic acid (10 mL) and heated at 130° C. in the microwave for 2 minutes. The solution was concentrated in vacuo to a white foam (420 mg, 99%). The product was used in subsequent steps without purification. 1H NMR (500 MHz, CDCl3): δ 7.68 (dd, J=14.2, 1.6 Hz, 1H), 7.56–7.51 (m, 1H), 7.40–7.36 (m, 1H), 5.65 (t, J=7.4 Hz, 1H), 4...